From a dataset of the Open Reaction Database (ORD), a public repository of structured organic reaction records. describe an organic reaction: reactants, conditions, products, and yield Starting materials: ClCCCN1C(CCC1)=O (1-chloro-3-[2-oxopyrrolidin-1-yl]propane), ClC=1C=C(C=CC1)N1CCNCC1 (1-(3-chlorophenyl)piperazine), C(=O)([O-])[O-].[Na+].[Na+] (Na2CO3), N[C@@H](CC1=CC=C2C=CC=CC2=C1)C(=O)O (Nal). Solvent: C1(=CC=CC=C1)C (toluene). Run at temperature 110 celsius, time 12 hour. Product: ClC=1C=C(C=CC1)N1CCN(CC1)CCCN1C(CCC1)=O (1-[4-(3-chlorophenyl)piperazin-1-yl]-3-[2-oxopyrrolidin-1-yl]propane). RXN SMILES: Cl[CH2:2][CH2:3][CH2:4][N:5]1[CH2:9][CH2:8][CH2:7][C:6]1=[O:10].[Cl:11][C:12]1[CH:13]=[C:14]([N:18]2[CH2:23][CH2:22][NH:21][CH2:20][CH2:19]2)[CH:15]=[CH:16][CH:17]=1.C([O-])([O-])=O.[Na+].[Na+].N[C@H](C(O)=O)CC1C=C2C(C=CC=C2)=CC=1>C1(C)C=CC=CC=1>[Cl:11][C:12]1[CH:13]=[C:14]([N:18]2[CH2:23][CH2:22][N:21]([CH2:2][CH2:3][CH2:4][N:5]3[CH2:9][CH2:8][CH2:7][C:6]3=[O:10])[CH2:20][CH2:19]2)[CH:15]=[CH:16][CH:17]=1 |f:2.3.4|. Procedure details: A mixture of 1-chloro-3-[2-oxopyrrolidin-1-yl]propane (1.0 g, 6.2 mmol), 1-(3-chlorophenyl)piperazine (1.22 g, 6.2 minol), anhydrous Na2CO3 (0.33 g, 3.1 mmcl) and Nal (0.09~3 g, 0.6 mrnol) in dry toluene (10 ml) was stirred at 110° C. for 12 hrs. The solvent was removed at reduced pressure and residue was poured on water (20 ml). The separated residue was extracted with ethylacetate (3×20 ml), dried over Na2SO4 and concentrated under reduced pressure to give 1-[4-(3-chlorophenyl)piperazin-1-yl]-... Starting materials: C(C)(C)N(C=1C(=NC2=CC=C(C=C2N1)C(=O)OC)C1=CC=C2C=NN(C2=C1)C)C (methyl 3-(isopropyl(methyl)amino)-2-(1-methyl-1H-indazol-6-yl)quinoxaline-6-carboxylate), O[Li].O (LiOH.H2O), Cl (hydrochloric acid). The solvent is O1CCCC1 (tetrahydrofuran), O (water), O (water). Conditions: time 8 hour. The product is C(C)(C)N(C=1C(=NC2=CC=C(C=C2N1)C(=O)O)C1=CC=C2C=NN(C2=C1)C)C (3-(isopropyl(methyl)amino)-2-(1-methyl-1H-indazol-6-yl)quinoxaline-6-carboxylic acid). The yield is 30.3%. As a reaction SMILES: [CH:1]([N:4]([CH3:29])[C:5]1[C:6]([C:19]2[CH:27]=[C:26]3[C:22]([CH:23]=[N:24][N:25]3[CH3:28])=[CH:21][CH:20]=2)=[N:7][C:8]2[C:13]([N:14]=1)=[CH:12][C:11]([C:15]([O:17]C)=[O:16])=[CH:10][CH:9]=2)([CH3:3])[CH3:2].O[Li].O.Cl>O1CCCC1.O>[CH:1]([N:4]([CH3:29])[C:5]1[C:6]([C:19]2[CH:27]=[C:26]3[C:22]([CH:23]=[N:24][N:25]3[CH3:28])=[CH:21][CH:20]=2)=[N:7][C:8]2[C:13]([N:14]=1)=[CH:12][C:11]([C:15]([OH:17])=[O:16])=[CH:10][CH:9]=2)([CH3:3])[CH3:2] |f:1.2|. Procedure details: To a solution of methyl 3-(isopropyl(methyl)amino)-2-(1-methyl-1H-indazol-6-yl)quinoxaline-6-carboxylate (70 mg, 0.18 mmol) in tetrahydrofuran (20 mL) was added LiOH.H2O (9.0 mg, 0.36 mmol) and water (1 mL). After stirring overnight at room temperature, the reaction mixture was concentrated under reduced pressure to afford a residue, which was dissolved in water (30 mL), adjusted the pH to 6 with hydrochloric acid (3N), and filtered to give 3-(isopropyl(methyl)amino)-2-(1-methyl-1H-indazol-6-yl)... The reactants are C1(=CC=CC=C1)C1OCC(C=2C1=NC=CC2)=O (8-phenylpyrano[3,4-b]pyridin-5-one), C(C)(=O)[O-].[NH4+] (ammonium acetate). Solvent: CN(C)C=O (DMF). Run at temperature 80 celsius. Yields the product C1(=CC=CC=C1)C1=CNC(C=2C=CC=NC12)=O (8-phenyl-1,6-naphthyridin-5-one). Isolated yield 47.9%. RXN SMILES: [C:1]1([CH:7]2[C:12]3=[N:13][CH:14]=[CH:15][CH:16]=[C:11]3[C:10](=[O:17])CO2)[CH:6]=[CH:5][CH:4]=[CH:3][CH:2]=1.[C:18]([O-])(=O)C.[NH4+:22]>CN(C=O)C>[C:1]1([C:7]2[C:12]3[N:13]=[CH:14][CH:15]=[CH:16][C:11]=3[C:10](=[O:17])[NH:22][CH:18]=2)[CH:2]=[CH:3][CH:4]=[CH:5][CH:6]=1 |f:1.2|. Reported procedure: To a solution of 8-phenylpyrano[3,4-b]pyridin-5-one (340 mg, 1.5 moles) in 10 ml DMF was added solid ammonium acetate (180 mg, 2.3 mmoles). The solution was heated to 80° C. under nitrogen for 18 hours, cooled and concentrated under vacuum. The solution was then flashed chromatographed eluting with ethyl acetate to give 245 mg (73% yield) of the desired 8-phenyl-1,6-naphthyridin-5-one as a white solid. Characteristic analytical data are as follows: mp 260°-263° C.; 1H NMR (DMSO-d6, 300 MHz) δ7.3... Starting materials: Cc1ccc(Nc2ccccc2N)cc1, ClC(Cl)Cl, Cc1ccc(Nc2ccccc2NC(=O)CCl)cc1, Nc1ccncc1. Yields the product Cc1ccc(Nc2ccccc2NC(=O)CNc2ccncc2)cc1, Cl. Reaction SMILES: [CH3:20][c:21]1[cH:22][cH:23][c:24]([NH:25][c:26]2[c:27]([NH2:28])[cH:29][cH:30][cH:31][cH:32]2)[cH:33][cH:34]1.[CH:42]([Cl:43])([Cl:44])[Cl:45].[Cl:1][CH2:2][C:3](=[O:4])[NH:5][c:6]1[c:7]([NH:12][c:13]2[cH:14][cH:15][c:16]([CH3:19])[cH:17][cH:18]2)[cH:8][cH:9][cH:10][cH:11]1.[NH2:35][c:36]1[cH:37][cH:38][n:39][cH:40][cH:41]1>>[CH2:2]([C:3](=[O:4])[NH:5][c:6]1[c:7]([NH:12][c:13]2[cH:14][cH:15][c:16]([CH3:19])[cH:17][cH:18]2)[cH:8][cH:9][cH:10][cH:11]1)[NH:35][c:36]1[cH:37][cH:38][n:39][cH:40][cH:41]1.[ClH:1]. Starting materials: OC(=O)C(C)C1=CC=C(CC(C)C)C=C1 (Racemic ibuprofen), CNC[C@H](O)[C@@H](O)[C@H](O)[C@H](O)CO (N-methyl-D-glucamine), O (water). Solvent: C1(=CC=CC=C1)C (toluene). Conditions: temperature 20 celsius, time 48 hour. Yields the product CNC[C@H](O)[C@@H](O)[C@H](O)[C@H](O)CO.OC(=O)[C@@H](C)C1=CC=C(CC(C)C)C=C1 ((S)-ibuprofen N-methyl-D-glucamine salt). Yield: 70.6%. Reaction SMILES: [OH:1][C:2]([CH:4]([C:6]1[CH:15]=[CH:14][C:9]([CH2:10][CH:11]([CH3:13])[CH3:12])=[CH:8][CH:7]=1)[CH3:5])=[O:3].[CH3:16][NH:17][CH2:18][C@@H:19]([C@H:21]([C@@H:23]([C@@H:25]([CH2:27][OH:28])[OH:26])[OH:24])[OH:22])[OH:20].O>C1(C)C=CC=CC=1>[CH3:16][NH:17][CH2:18][C@@H:19]([C@H:21]([C@@H:23]([C@@H:25]([CH2:27][OH:28])[OH:26])[OH:24])[OH:22])[OH:20].[OH:3][C:2]([C@H:4]([C:6]1[CH:7]=[CH:8][C:9]([CH2:10][CH:11]([CH3:12])[CH3:13])=[CH:14][CH:15]=1)[CH3:5])=[O:1] |f:4.5|. Procedure details: Racemic ibuprofen (18.03 g, 87.4 mmol), N-methyl-D-glucamine (8.2 g, 42 mmol), water (0.5 mL), and toluene (150 mL) were heated to 50° C., forming a clear solution. The solution was cooled to 20° C., then in an ice bath, and allowed to stand for 48 hours. The resulting crystalline precipitate was recovered by filtration at 20° C., washed with toluene (30 mL), and dried to give (S)-ibuprofen N-methyl-D-glucamine salt (11.9 g, 68% yield, 92% ee). Starting materials: CCCCOC(=O)c1nc(Br)c2ccc(Oc3ccccc3)cc2c1O, N#C[Cu]. The product is CCCCOC(=O)c1nc(C#N)c2ccc(Oc3ccccc3)cc2c1O. As a reaction SMILES: [CH2:1]([CH2:2][CH2:3][CH3:4])[O:5][C:6](=[O:7])[c:8]1[n:9][c:10]([Br:26])[c:11]2[cH:12][cH:13][c:14]([O:19][c:20]3[cH:21][cH:22][cH:23][cH:24][cH:25]3)[cH:15][c:16]2[c:17]1[OH:18].[Cu:27][C:28]#[N:29]>>[CH2:1]([CH2:2][CH2:3][CH3:4])[O:5][C:6](=[O:7])[c:8]1[n:9][c:10]([C:28]#[N:29])[c:11]2[cH:12][cH:13][c:14]([O:19][c:20]3[cH:21][cH:22][cH:23][cH:24][cH:25]3)[cH:15][c:16]2[c:17]1[OH:18]. Starting materials: O (water), BrC1=CC=C(S1)C(=O)Cl (5-Bromo-thiophene-2-carbonyl chloride), FC1=C(C=C(C=C1)N)[N+](=O)[O-] (4-fluoro-3-nitro-phenylamine), CCN(C(C)C)C(C)C (Hunig's base). The solvent is C1CCOC1 (THF). Product: FC1=C(C=C(C=C1)NC(=O)C=1SC(=CC1)Br)[N+](=O)[O-] (5-Bromo-thiophene-2-carboxylic acid (4-fluoro-3-nitro-phenyl)-amide). RXN SMILES: [Br:1][C:2]1[S:6][C:5]([C:7](Cl)=[O:8])=[CH:4][CH:3]=1.[F:10][C:11]1[CH:16]=[CH:15][C:14]([NH2:17])=[CH:13][C:12]=1[N+:18]([O-:20])=[O:19].CCN(C(C)C)C(C)C.O>C1COCC1>[F:10][C:11]1[CH:16]=[CH:15][C:14]([NH:17][C:7]([C:5]2[S:6][C:2]([Br:1])=[CH:3][CH:4]=2)=[O:8])=[CH:13][C:12]=1[N+:18]([O-:20])=[O:19]. Procedure: The product from Example 241a (2.178 g, 10.25 mmol) was reacted with 4-fluoro-3-nitro-phenylamine (1.60 g, 10.25 mmol) dissolved in THF (25 mL) and Hunig's base (2.484 g, 19.22 mmol). Reaction mixture was stirred at room temperature for 1 hr at which time water was added and the title compound was collected by filtration (2.00 g, 78%).